From a dataset of the Open Reaction Database (ORD), a public repository of structured organic reaction records. describe an organic reaction: reactants, conditions, products, and yield The reactants are [Al+3], CCOC(C)=O, Cc1ccc(O)c(NC=O)c1, Cl, [H-], [H-], [H-], [H-], [Li+], O. The product is CNc1cc(C)ccc1O. RXN SMILES: [Al+3:2].[CH3:18][CH2:19][O:20][C:21](=[O:22])[CH3:23].[CH:7](=[O:8])[NH:9][c:10]1[c:11]([OH:17])[cH:12][cH:13][c:14]([CH3:16])[cH:15]1.[ClH:24].[H-:1].[H-:4].[H-:5].[H-:6].[Li+:3].[OH2:25]>>[CH3:7][NH:9][c:10]1[c:11]([OH:17])[cH:12][cH:13][c:14]([CH3:16])[cH:15]1. The reactants are CC(=O)OC(C)=O, C#CC(O)COC1CCCCO1, c1ccncc1. Product: C#CC(COC1CCCCO1)OC(C)=O. Reaction SMILES: [CH3:13][C:14](=[O:15])[O:16][C:17](=[O:18])[CH3:19].[OH:1][CH:2]([C:3]#[CH:4])[CH2:5][O:6][CH:7]1[O:8][CH2:9][CH2:10][CH2:11][CH2:12]1.[cH:20]1[cH:21][cH:22][n:23][cH:24][cH:25]1>>[O:1]([CH:2]([C:3]#[CH:4])[CH2:5][O:6][CH:7]1[O:8][CH2:9][CH2:10][CH2:11][CH2:12]1)[C:14]([CH3:13])=[O:15]. Reactants: C1CCOC1, Cc1ccccc1N(C)C(=O)c1cc([N+](=O)[O-])c(Cl)cc1F, [Na+], [Na+], O, O=S([O-])S(=O)[O-]. The product is Cc1ccccc1N(C)C(=O)c1cc(N)c(Cl)cc1F. Reaction SMILES: [CH2:32]1[O:33][CH2:34][CH2:35][CH2:36]1.[Cl:1][c:2]1[cH:3][c:4]([F:22])[c:5]([C:6](=[O:7])[N:8]([c:9]2[c:10]([CH3:15])[cH:11][cH:12][cH:13][cH:14]2)[CH3:16])[cH:17][c:18]1[N+:19]([O-:20])=[O:21].[Na+:29].[Na+:30].[OH2:31].[S:23]([S:24]([O-:25])=[O:26])([O-:27])=[O:28]>>[Cl:1][c:2]1[cH:3][c:4]([F:22])[c:5]([C:6](=[O:7])[N:8]([c:9]2[c:10]([CH3:15])[cH:11][cH:12][cH:13][cH:14]2)[CH3:16])[cH:17][c:18]1[NH2:19]. The reactants are FC1=C(C=CC(=C1)B1OC(C(O1)(C)C)(C)C)C=1C=NC(=NC1)N (5-(2-fluoro-4-(4,4,5,5-tetramethyl-1,3,2-dioxaborolan-2-yl)phenyl)pyrimidin-2-amine), BrC1=C(C=CC=C1)SCOCC[Si](C)(C)C ((2-(((2-bromophenyl)thio)methoxy)ethyl)trimethylsilane). Product: FC=1C=C(C=CC1C=1C=NC(=NC1)N)C1=C(C=CC=C1)SCOCC[Si](C)(C)C (5-[3-Fluoro-2′-({[2-(trimethylsilyl)ethoxy]methyl}sulfanyl)biphenyl-4-yl]pyrimidin-2-amine). RXN SMILES: [F:1][C:2]1[CH:7]=[C:6](B2OC(C)(C)C(C)(C)O2)[CH:5]=[CH:4][C:3]=1[C:17]1[CH:18]=[N:19][C:20]([NH2:23])=[N:21][CH:22]=1.Br[C:25]1[CH:30]=[CH:29][CH:28]=[CH:27][C:26]=1[S:31][CH2:32][O:33][CH2:34][CH2:35][Si:36]([CH3:39])([CH3:38])[CH3:37]>>[F:1][C:2]1[CH:7]=[C:6]([C:25]2[CH:30]=[CH:29][CH:28]=[CH:27][C:26]=2[S:31][CH2:32][O:33][CH2:34][CH2:35][Si:36]([CH3:39])([CH3:38])[CH3:37])[CH:5]=[CH:4][C:3]=1[C:17]1[CH:22]=[N:21][C:20]([NH2:23])=[N:19][CH:18]=1. Reported procedure: The title compound was prepared using analogous conditions to those described in Example 6 utilizing 5-(2-fluoro-4-(4,4,5,5-tetramethyl-1,3,2-dioxaborolan-2-yl)phenyl)pyrimidin-2-amine and (2-(((2-bromophenyl)thio)methoxy)ethyl)trimethylsilane. MS (ESI): mass calcd. for C22H26FN3OSSi, 427.16; m/z found, 428.0 [M+H]+. 1H NMR (400 MHz, CD3OD) δ 8.47 (d, J=1.4, 2H), 7.69 (dd, J=7.7, 1.1, 1H), 7.44 (m, 1H), 7.34-7.15 (m, 5H), 4.86 (s, 2H), 3.60-3.47 (m, 2H), 0.88-0.76 (m, 2H), 0.06 (s, 9H)